From a dataset of the Open Reaction Database (ORD), a public repository of structured organic reaction records. describe an organic reaction: reactants, conditions, products, and yield Starting materials: CC(=O)C1CC1 (cyclopropyl methyl ketone), BrC1=CC(=C(C(=O)OC)C=C1)CSC (methyl 4-bromo-2-(methylsulphenylmethyl)benzoate), [H-].[Na+] (sodium hydride), ice, C([O-])(O)=O.[Na+] (sodium bicarbonate). The solvent is O1CCCC1 (tetrahydrofuran), O1CCCC1 (tetrahydrofuran). Product: BrC1=CC(=C(C=C1)C(CC(=O)C1CC1)=O)CSC (1-[4-bromo-2-(methylsulphenylmethyl)phenyl]-3-cyclopropylpropan-1,3-dione). Yield: 52.1%. As a reaction SMILES: [CH3:1][C:2]([CH:4]1[CH2:6][CH2:5]1)=[O:3].[Br:7][C:8]1[CH:17]=[CH:16][C:11]([C:12](OC)=[O:13])=[C:10]([CH2:18][S:19][CH3:20])[CH:9]=1.[H-].[Na+].C(=O)(O)[O-].[Na+]>O1CCCC1>[Br:7][C:8]1[CH:17]=[CH:16][C:11]([C:12](=[O:13])[CH2:1][C:2]([CH:4]2[CH2:6][CH2:5]2)=[O:3])=[C:10]([CH2:18][S:19][CH3:20])[CH:9]=1 |f:2.3,4.5|. Procedure: A solution of cyclopropyl methyl ketone (1.1 g) and methyl 4-bromo-2-(methylsulphenylmethyl)benzoate (3.6 g ) in tetrahydrofuran was added to a refluxing suspension of sodium hydride (80%, 0.9 g) in tetrahydrofuran. After the addition was complete, the mixture was maintained at reflux temperature for 30 minutes. It was then cooled and poured onto 100 g of ice and 50 ml of saturated aqueous sodium bicarbonate. The mixture was extracted with hexane, the organic solution dried (anhydrous sodium sul...